Task: describe an organic reaction: reactants, conditions, products, and yield. Dataset: the Open Reaction Database (ORD), a public repository of structured organic reaction records The reactants are [N+](=O)([O-])C1=C2C=CC(NC2=CC=C1OCCCCBr)=O (5-nitro-6-(4-bromo-butoxy)-carbostyril), C1(=CC=CC=C1)S (thiophenol). Yields the product [N+](=O)([O-])C1=C2C=CC(NC2=CC=C1OCCCCSC1=CC=CC=C1)=O (5-Nitro-6-(4-phenylmercapto-butoxy)-carbostyril). Reaction SMILES: [N+:1]([C:4]1[C:13]([O:14][CH2:15][CH2:16][CH2:17][CH2:18]Br)=[CH:12][CH:11]=[C:10]2[C:5]=1[CH:6]=[CH:7][C:8](=[O:20])[NH:9]2)([O-:3])=[O:2].[C:21]1([SH:27])[CH:26]=[CH:25][CH:24]=[CH:23][CH:22]=1>>[N+:1]([C:4]1[C:13]([O:14][CH2:15][CH2:16][CH2:17][CH2:18][S:27][C:21]2[CH:26]=[CH:25][CH:24]=[CH:23][CH:22]=2)=[CH:12][CH:11]=[C:10]2[C:5]=1[CH:6]=[CH:7][C:8](=[O:20])[NH:9]2)([O-:3])=[O:2]. Procedure: Prepared analogous to Example 122 from 5-nitro-6-(4-bromo-butoxy)-carbostyril [m.p. 250° C., prepared by nitration of 6-(4-bromo-butoxy)-3,4-dihydro-carbostyril] and thiophenol. Reactants: C[Al](C)C (trimethylaluminium), C(C)OC(CSC1=CC(=CC(=C1)Cl)Cl)=O ((3,5-dichloro-phenylsulfanyl)-acetic acid ethyl ester), C(CN)N (ethylenediamine). Run in C1(=CC=CC=C1)C (toluene), C1(=CC=CC=C1)C (toluene), C1(=CC=CC=C1)C (toluene), C1(=CC=CC=C1)C (toluene). Run at time 1 hour. The product is ClC=1C=C(C=C(C1)Cl)SCC=1NCCN1 (2-(3,5-Dichloro-phenylsulfanylmethyl)-4,5-dihydro-1H-imidazole). Yield: 29.8%. As a reaction SMILES: C[Al](C)C.[CH2:5]([NH2:8])[CH2:6][NH2:7].C(O[C:12](=O)[CH2:13][S:14][C:15]1[CH:20]=[C:19]([Cl:21])[CH:18]=[C:17]([Cl:22])[CH:16]=1)C>C1(C)C=CC=CC=1>[Cl:22][C:17]1[CH:16]=[C:15]([S:14][CH2:13][C:12]2[NH:7][CH2:6][CH2:5][N:8]=2)[CH:20]=[C:19]([Cl:21])[CH:18]=1. Reported procedure: To dry toluene (4 ml) under an inert atmosphere at 0° C. was added a toluene solution of trimethylaluminium (2.70 ml, 5.39 mmol, 2 M solution). A solution of ethylenediamine (0.36 ml, 5.39 mmol) in toluene (1.5 ml) was then added dropwise and the reaction mixture was then allowed to warm to room temperature and stirred for 1 h at this temperature before being re-cooled to 0° C. To this mixture was added dropwise a solution of (3,5-dichloro-phenylsulfanyl)-acetic acid ethyl ester (0.72 g, 2.70 mm... Reactants: COC1=CC=C(CN(C2=NC(=NC(=C2)C=2C(=NC=C(C2)CN2CCN(CC2)S(=O)(=O)C)NC=2C=NC(=CC2)OC)C)CC2=CC=C(C=C2)OC)C=C1 (N,N-bis(4-methoxybenzyl)-6-(2-(6-methoxypyridin-3-ylamino)-5-((4-(methylsulfonyl)piperazin-1-yl)methyl)pyridin-3-yl)-2-methylpyrimidin-4-amine), FC(S(=O)(=O)O)(F)F (trifluoromethanesulfonic acid). The solvent is C(=O)(C(F)(F)F)O (TFA). Run at temperature 25 celsius. Yields the product COC1=CC=C(C=N1)NC1=NC=C(C=C1C1=CC(=NC(=N1)C)N)CN1CCN(CC1)S(=O)(=O)C (6-(2-(6-methoxypyridin-3-ylamino)-5-((4-(methylsulfonyl)piperazin-1-yl)methyl)pyridin-3-yl)-2-methylpyrimidin-4-amine). Yield: 60.5%. Reaction SMILES: COC1C=CC(C[N:8](CC2C=CC(OC)=CC=2)[C:9]2[CH:14]=[C:13]([C:15]3[C:16]([NH:32][C:33]4[CH:34]=[N:35][C:36]([O:39][CH3:40])=[CH:37][CH:38]=4)=[N:17][CH:18]=[C:19]([CH2:21][N:22]4[CH2:27][CH2:26][N:25]([S:28]([CH3:31])(=[O:30])=[O:29])[CH2:24][CH2:23]4)[CH:20]=3)[N:12]=[C:11]([CH3:41])[N:10]=2)=CC=1.FC(F)(F)S(O)(=O)=O>C(O)(C(F)(F)F)=O>[CH3:40][O:39][C:36]1[N:35]=[CH:34][C:33]([NH:32][C:16]2[C:15]([C:13]3[N:12]=[C:11]([CH3:41])[N:10]=[C:9]([NH2:8])[CH:14]=3)=[CH:20][C:19]([CH2:21][N:22]3[CH2:27][CH2:26][N:25]([S:28]([CH3:31])(=[O:30])=[O:29])[CH2:24][CH2:23]3)=[CH:18][N:17]=2)=[CH:38][CH:37]=1. Reported procedure: A solution of N,N-bis(4-methoxybenzyl)-6-(2-(6-methoxypyridin-3-ylamino)-5-((4-(methylsulfonyl)piperazin-1-yl)methyl)pyridin-3-yl)-2-methylpyrimidin-4-amine (137.7 mg, 0.190 mmol) and trifluoromethanesulfonic acid (50 μL, 0.563 mmol) in TFA (2.5 mL) was stirred at 80° C. for 2.5 h. The mixture was subsequently cooled to 25° C. and concentrated in vacuo. Sat. aq. NaHCO3 (25 mL) was carefully added to the residue (final pH about 8). The resulting suspension was sonicated for 2 min, and the precipi... Reactants: C1CCOC1, COC(=O)c1sc(-c2ccc(F)cc2)cc1N(C(=O)C1CC=C(C)CC1)C(C)C, CO, [Li+], [OH-], O, O. Yields the product CC1=CCC(C(=O)N(c2cc(-c3ccc(F)cc3)sc2C(=O)O)C(C)C)CC1. Reaction SMILES: [CH2:33]1[O:34][CH2:35][CH2:36][CH2:37]1.[CH3:1][O:2][C:3](=[O:4])[c:5]1[s:6][c:7](-[c:23]2[cH:24][cH:25][c:26]([F:29])[cH:27][cH:28]2)[cH:8][c:9]1[N:10]([C:11](=[O:12])[CH:13]1[CH2:14][CH:15]=[C:16]([CH3:19])[CH2:17][CH2:18]1)[CH:20]([CH3:21])[CH3:22].[CH3:38][OH:39].[Li+:31].[OH-:30].[OH2:32].[OH2:40]>>[O:2]=[C:3]([OH:4])[c:5]1[s:6][c:7](-[c:23]2[cH:24][cH:25][c:26]([F:29])[cH:27][cH:28]2)[cH:8][c:9]1[N:10]([C:11](=[O:12])[CH:13]1[CH2:14][CH:15]=[C:16]([CH3:19])[CH2:17][CH2:18]1)[CH:20]([CH3:21])[CH3:22]. Reactants: CO, O=[N+]([O-])c1ccc(Oc2ccc(F)c(C(F)(F)F)c2)cc1. Yields the product Nc1ccc(Oc2ccc(F)c(C(F)(F)F)c2)cc1. As a reaction SMILES: [CH3:22][OH:23].[F:1][c:2]1[c:3]([C:18]([F:19])([F:20])[F:21])[cH:4][c:5]([O:8][c:9]2[cH:10][cH:11][c:12]([N+:15]([O-:16])=[O:17])[cH:13][cH:14]2)[cH:6][cH:7]1>>[F:1][c:2]1[c:3]([C:18]([F:19])([F:20])[F:21])[cH:4][c:5]([O:8][c:9]2[cH:10][cH:11][c:12]([NH2:15])[cH:13][cH:14]2)[cH:6][cH:7]1. Reactants: CCc1nc(-c2ccc(OC)cc2C)c(CC)nc1NC1COCC1O, CCc1nc(-c2ccc(Cl)cc2Cl)c(CC)nc1NC1c2ccccc2CC1OC(=O)c1ccc([N+](=O)[O-])cc1. The product is CCc1nc(-c2ccc(OC)cc2C)c(CC)nc1NC1COCC1OC(=O)c1ccc([N+](=O)[O-])cc1. RXN SMILES: [CH2:41]([CH3:42])[c:43]1[c:44]([NH:60][CH:61]2[CH:62]([OH:66])[CH2:63][O:64][CH2:65]2)[n:45][c:46]([CH2:58][CH3:59])[c:47](-[c:49]2[c:50]([CH3:57])[cH:51][c:52]([O:55][CH3:56])[cH:53][cH:54]2)[n:48]1.[N+:1](=[O:2])([O-:3])[c:4]1[cH:5][cH:6][c:7]([C:8](=[O:9])[O:10][CH:11]2[CH2:12][c:13]3[c:14]([cH:15][cH:16][cH:17][cH:18]3)[CH:19]2[NH:20][c:21]2[c:22]([CH2:23][CH3:24])[n:25][c:26](-[c:27]3[cH:28][cH:29][c:30]([Cl:31])[cH:32][c:33]3[Cl:34])[c:35]([CH2:36][CH3:37])[n:38]2)[cH:39][cH:40]1>>[N+:1](=[O:2])([O-:3])[c:4]1[cH:5][cH:6][c:7]([C:8](=[O:9])[O:66][CH:62]2[CH:61]([NH:60][c:44]3[c:43]([CH2:41][CH3:42])[n:48][c:47](-[c:49]4[c:50]([CH3:57])[cH:51][c:52]([O:55][CH3:56])[cH:53][cH:54]4)[c:46]([CH2:58][CH3:59])[n:45]3)[CH2:65][O:64][CH2:63]2)[cH:39][cH:40]1.